This data is from the Open Reaction Database (ORD), a public repository of structured organic reaction records. The task is: describe an organic reaction: reactants, conditions, products, and yield The reactants are BrC1=CC2=CC=C(C=C2C=C1)OC (2-bromo-6-methoxynaphthalene), C1(=CC=CC=C1)[Mg]Br (phenylmagnesium bromide). The product is COC1=CC2=CC=C(C=C2C=C1)C1=CC=CC=C1 (2-Methoxy-6-phenylnaphthalene), white solid. Yield: 82.0%. RXN SMILES: Br[C:2]1[CH:11]=[CH:10][C:9]2[C:4](=[CH:5][CH:6]=[C:7]([O:12][CH3:13])[CH:8]=2)[CH:3]=1.[C:14]1([Mg]Br)[CH:19]=[CH:18][CH:17]=[CH:16][CH:15]=1>>[CH3:13][O:12][C:7]1[CH:6]=[CH:5][C:4]2[C:9](=[CH:10][CH:11]=[C:2]([C:14]3[CH:19]=[CH:18][CH:17]=[CH:16][CH:15]=3)[CH:3]=2)[CH:8]=1. Procedure: The title compound was prepared by reacting 2-bromo-6-methoxynaphthalene (1.97 g, 8.31 mmol) with phenylmagnesium bromide according to the method used to prepare intermedite 10 to yield 1.59 g (82%) of a white solid: mp 122-126° C.; 1H NMR (CDCl3): δ 3.94 (3H, s), 7.16-7.18 (2H, m), 7.34-7.37 (1H, m), 7.46-7.49 (2H, m), 7.69-7.72 (2H, m), 7.78-7.82 (2H, m), 7.97 (1H, s); MS (EI) m/z 234.2 (M)+. The reactants are C1CCOC1, Cl, O, COC(=O)C1CC(O)CN1C(=O)OC(C)(C)C. Product: CC(C)(C)OC(=O)N1CC(O)CC1CO. RXN SMILES: [CH2:20]1[O:21][CH2:22][CH2:23][CH2:24]1.[ClH:19].[OH2:18].[OH:1][CH:2]1[CH2:3][CH:4]([C:14](=[O:15])[O:16][CH3:17])[N:5]([C:7](=[O:8])[O:9][C:10]([CH3:11])([CH3:12])[CH3:13])[CH2:6]1>>[OH:1][CH:2]1[CH2:3][CH:4]([CH2:14][OH:15])[N:5]([C:7](=[O:8])[O:9][C:10]([CH3:11])([CH3:12])[CH3:13])[CH2:6]1. Reactants: CCOC(C)=O, Cl, CC(C)(C)OC(=O)N1CCN(c2nc(-c3cccc(F)c3)cs2)CC1. Product: Fc1cccc(-c2csc(N3CCNCC3)n2)c1. As a reaction SMILES: [CH3:27][CH2:28][O:29][C:30](=[O:31])[CH3:32].[ClH:26].[F:1][c:2]1[cH:3][c:4](-[c:8]2[n:9][c:10]([N:13]3[CH2:14][CH2:15][N:16]([C:19]([O:20][C:21]([CH3:22])([CH3:23])[CH3:24])=[O:25])[CH2:17][CH2:18]3)[s:11][cH:12]2)[cH:5][cH:6][cH:7]1>>[F:1][c:2]1[cH:3][c:4](-[c:8]2[n:9][c:10]([N:13]3[CH2:14][CH2:15][NH:16][CH2:17][CH2:18]3)[s:11][cH:12]2)[cH:5][cH:6][cH:7]1. Starting materials: Cl.C(=O)(O)CCN1N=C(C=C1)\C=C\1/CN(CC[C@H]1S)C(C(=O)C1CC1)C1=C(C=CC=C1)F ((4R)-(E)-3-{[1-(2-carboxyethyl)-1H-pyrazol-3-yl]methylidene}-1-[(1RS)-2-cyclopropyl-1-(2-fluorophenyl)-2-oxoethyl]-4-sulfanylpiperidine hydrochloride), N1=CC=CC=C1 (pyridine), C(C)(=O)OC(C)=O (acetic anhydride). The solvent is ClCCl (dichloromethane). Run at time 2.5 hour. Product: Cl.C(C)(=O)S[C@H]1/C(/CN(CC1)C(C(=O)C1CC1)C1=C(C=CC=C1)F)=C/C1=NN(C=C1)CCC(=O)O ((4R)-(E)-4-(Acetylsulfanyl)-3-{[1-(2-carboxyethyl)-1H-pyrazol-3-yl]methylidene}-1-[(1RS)-2-cyclopropyl-1-(2-fluorophenyl)-2-oxoethyl]piperidine hydrochloride). RXN SMILES: [ClH:1].[C:2]([CH2:5][CH2:6][N:7]1[CH:11]=[CH:10][C:9](/[CH:12]=[C:13]2\[CH2:14][N:15]([CH:20]([C:26]3[CH:31]=[CH:30][CH:29]=[CH:28][C:27]=3[F:32])[C:21]([CH:23]3[CH2:25][CH2:24]3)=[O:22])[CH2:16][CH2:17][C@H:18]\2[SH:19])=[N:8]1)([OH:4])=[O:3].N1C=CC=CC=1.[C:39](OC(=O)C)(=[O:41])[CH3:40]>ClCCl>[ClH:1].[C:39]([S:19][C@@H:18]1[CH2:17][CH2:16][N:15]([CH:20]([C:26]2[CH:31]=[CH:30][CH:29]=[CH:28][C:27]=2[F:32])[C:21]([CH:23]2[CH2:25][CH2:24]2)=[O:22])[CH2:14]/[C:13]/1=[CH:12]\[C:9]1[CH:10]=[CH:11][N:7]([CH2:6][CH2:5][C:2]([OH:4])=[O:3])[N:8]=1)(=[O:41])[CH3:40] |f:0.1,5.6|. Procedure: To a solution of (4R)-(E)-3-{[1-(2-carboxyethyl)-1H-pyrazol-3-yl]methylidene}-1-[(1RS)-2-cyclopropyl-1-(2-fluorophenyl)-2-oxoethyl]-4-sulfanylpiperidine hydrochloride (249.4 mg) in dichloromethane (12 ml) were added pyridine (0.24 ml) and acetic anhydride (0.24 ml) at 0° C. After the mixture was stirred at room temperature for 2.5 hours, solvents were removed under reduced pressure and the residue was purified by silica gel chromatography using dichloromethane and methanol (99:1 to 93:7) as elue...